From a dataset of the Open Reaction Database (ORD), a public repository of structured organic reaction records. describe an organic reaction: reactants, conditions, products, and yield Solvent: O (water). Reactants: CN1C(CCC1)=O (N-methylpyrrolidinone), NC=1SC=C(N1)C(C(=O)OCC)=O (ethyl 2-(2-aminothiazol-4-yl)-2-oxoacetate), FC1=CC(=CC=C1)CN=C=O (1-fluoro-3-(isocyanatomethyl)benzene). Reported procedure: An N-methylpyrrolidinone (5 mL) solution of ethyl 2-(2-aminothiazol-4-yl)-2-oxoacetate (commercial, 1.00 g, 5.0 mmol) and 1-fluoro-3-(isocyanatomethyl)benzene (831 mg, 5.5 mmol) was heated in a microwave reactor at 120 C for 30 minutes. Upon cooling, water (50 mL) was added with vigorous stiffing. Filtration of the precipitate afforded ethyl 2-(2-(3-(3-fluorobenzyl)ureido)thiazol-4-yl)-2-oxoacetate. M/Z 352 (M+H)+. The filtrate was dissolved in EtOH (100 mL) then hydroxylamine hydrochloride (700... Product: FC=1C=C(CNC(NC=2SC=C(N2)C(C(=O)OCC)=O)=O)C=CC1 (ethyl 2-(2-(3-(3-fluorobenzyl)ureido)thiazol-4-yl)-2-oxoacetate). As a reaction SMILES: CN1CCCC1=O.[NH2:8][C:9]1[S:10][CH:11]=[C:12]([C:14](=[O:20])[C:15]([O:17][CH2:18][CH3:19])=[O:16])[N:13]=1.[F:21][C:22]1[CH:27]=[CH:26][CH:25]=[C:24]([CH2:28][N:29]=[C:30]=[O:31])[CH:23]=1>O>[F:21][C:22]1[CH:23]=[C:24]([CH:25]=[CH:26][CH:27]=1)[CH2:28][NH:29][C:30](=[O:31])[NH:8][C:9]1[S:10][CH:11]=[C:12]([C:14](=[O:20])[C:15]([O:17][CH2:18][CH3:19])=[O:16])[N:13]=1. As a reaction SMILES: [Cl:1][C:2]1[CH:7]=[CH:6][C:5]([N:8]2[CH2:13][CH2:12][NH:11][CH2:10][CH2:9]2)=[CH:4][CH:3]=1.[CH2:14]([N:16]([CH2:20][CH3:21])[C:17](Cl)=[O:18])[CH3:15]>C(Cl)Cl>[Cl:1][C:2]1[CH:3]=[CH:4][C:5]([N:8]2[CH2:13][CH2:12][N:11]([C:17](=[O:18])[N:16]([CH2:20][CH3:21])[CH2:14][CH3:15])[CH2:10][CH2:9]2)=[CH:6][CH:7]=1. The yield is 30.4%. The reactants are ClC1=CC=C(C=C1)N1CCNCC1 (1-(4-chlorophenyl)piperazine), C(C)N(C(=O)Cl)CC (diethylcarbamoyl chloride). Product: ClC1=CC=C(C=C1)N1CCN(CC1)C(N(CC)CC)=O (1-(4-chlorophenyl)-4-diethylcarbamoylpiperazine). Procedure: In 40 ml of methylene chloride was dissolved 4.0 g (0.02 mole) of 1-(4-chlorophenyl)piperazine at room temperature. Then, a solution of 3.0 g (0.022 mole) of diethylcarbamoyl chloride in 30 ml off methylene chloride was dropped to the above solution over a period of 30 minutes and the mixture was stirred for 4 hours at room temperature. The precipitate was removed and the filtrate was made alkaline by addition of 30 ml of a 35% aqueous solution of sodium hydroxide and extracted with 50 ml of met... The solvent is C(Cl)Cl (methylene chloride), C(Cl)Cl (methylene chloride). Run at time 4 hour. Reactants: C[O-], CO, [Na+], COC(=O)C1=CC(=O)CC(c2ccc(Cl)c(OC)c2F)N1C(=O)Oc1ccccc1. Yields the product COC(=O)C1=CC(=O)CC(c2ccc(Cl)c(OC)c2F)N1. RXN SMILES: [CH3:31][O-:32].[CH3:34][OH:35].[Na+:33].[c:1]1([O:2][C:3](=[O:4])[N:10]2[C:11]([C:27](=[O:28])[O:29][CH3:30])=[CH:12][C:13](=[O:26])[CH2:14][CH:15]2[c:16]2[c:17]([F:25])[c:18]([O:23][CH3:24])[c:19]([Cl:22])[cH:20][cH:21]2)[cH:5][cH:6][cH:7][cH:8][cH:9]1>>[NH:10]1[C:11]([C:27](=[O:28])[O:29][CH3:30])=[CH:12][C:13](=[O:26])[CH2:14][CH:15]1[c:16]1[c:17]([F:25])[c:18]([O:23][CH3:24])[c:19]([Cl:22])[cH:20][cH:21]1. Starting materials: ClC1=NC=CC(=C1[N+](=O)[O-])C (2-chloro-4-methyl-3-nitropyridine), C1(=CC=CC=C1)NC(C)=O (N-phenylacetamide). Yields the product CC1=NC=2C(=NC=CC2C)N1C1=CC=CC=C1 (2,7-Dimethyl-3-phenyl-3H-imidazo[4,5-b]pyridine). Yield: 62.7%. RXN SMILES: Cl[C:2]1[C:7]([N+:8]([O-])=O)=[C:6]([CH3:11])[CH:5]=[CH:4][N:3]=1.[C:12]1([NH:18][C:19](=O)[CH3:20])[CH:17]=[CH:16][CH:15]=[CH:14][CH:13]=1>>[CH3:20][C:19]1[N:18]([C:12]2[CH:17]=[CH:16][CH:15]=[CH:14][CH:13]=2)[C:2]2=[N:3][CH:4]=[CH:5][C:6]([CH3:11])=[C:7]2[N:8]=1. Procedure details: Method A applied to 2-chloro-4-methyl-3-nitropyridine (86 mg, 0.5 mmol) and N-phenylacetamide (81 mg, 0.6 mmol) afforded the title compound as pale yellow solid (70 mg, 63%). mp 117-119° C. 1H NMR (DMSO) δ 2.59 (s, 3H), 2.73 (s, 3H), 7.26 (d, J=4.8Hz, 1H), 7.58-7.72 (m, 5H), 8.22 (d, J=4.8Hz, 1H); 13C NMR δ 13.8, 16.0, 120.8, 127.3, 129.3, 129.4, 129.5, 130.1, 136.0, 144.2, 146.4, 152.1. HRMS (FAB): cal. for C14H14N3 [M+H+]: 224.1188; found: 224.1180. Reactants: [H-].[Na+] (sodium hydride), CONS(=O)(=O)C1=CC=C(C=C1)C (N-methoxy-p-toluenesulfonamide), FC1=C(C=C(C=C1)SC)[N+](=O)[O-] (2-fluoro-5-(methylthio)nitrobenzene), ClC1=C(C=C(C=C1)SC)[N+](=O)[O-] (2-chloro-5-(methylthio)nitrobenzene). Run in CN(C)C=O (DMF), O (water). Yields the product CON(C1=C(C=C(C=C1)SC)[N+](=O)[O-])S(=O)(=O)C1=CC=C(C=C1)C (N-Methoxy-4′-methylthio-2′-nitro-p-toluene sulfonanilide). As a reaction SMILES: [H-].[Na+].[CH3:3][O:4][NH:5][S:6]([C:9]1[CH:14]=[CH:13][C:12]([CH3:15])=[CH:11][CH:10]=1)(=[O:8])=[O:7].F[C:17]1[CH:22]=[CH:21][C:20]([S:23][CH3:24])=[CH:19][C:18]=1[N+:25]([O-:27])=[O:26].ClC1C=CC(SC)=CC=1[N+]([O-])=O>CN(C=O)C.O>[CH3:3][O:4][N:5]([S:6]([C:9]1[CH:14]=[CH:13][C:12]([CH3:15])=[CH:11][CH:10]=1)(=[O:8])=[O:7])[C:17]1[CH:22]=[CH:21][C:20]([S:23][CH3:24])=[CH:19][C:18]=1[N+:25]([O-:27])=[O:26] |f:0.1|. Procedure: To a suspension of sodium hydride (60%, 0.33 g (8.17 mmol)) in DMF (10.0 ml), N-methoxy-p-toluenesulfonamide (1.63 g (8.17 mmol)) was added with stirring under cooling with ice. To the resulting mixture, after 15 minutes' stirring at room temperature, a 3:2 mixture of 2-fluoro-5-(methylthio)nitrobenzene and 2-chloro-5-(methylthio)nitrobenzene (1.39 g) was added. The mixture was stirred overnight at room temperature, poured into water and extracted with diethyl ether. The extract was washed with ...